From a dataset of the Open Reaction Database (ORD), a public repository of structured organic reaction records. describe an organic reaction: reactants, conditions, products, and yield Reactants: [N-]=[N+]=[N-].[Na+] (sodium azide), ClC1(C(NC2=CC=C(C=C12)OCC)=O)C1=C(C=CC=C1)Cl (3-Chloro-3-(2-chlorophenyl)-5-ethoxy-1,3-dihydroindol-2-one). Solvent: C(C)#N (acetonitrile). The product is N(=[N+]=[N-])C1(C(NC2=CC=C(C=C12)OCC)=O)C1=C(C=CC=C1)Cl (3-Azido-3-(2-chlorophenyl)-5-ethoxy-1,3-dihydroindol-2-one). The yield is 66.0%. As a reaction SMILES: [N-:1]=[N+:2]=[N-:3].[Na+].Cl[C:6]1([C:19]2[CH:24]=[CH:23][CH:22]=[CH:21][C:20]=2[Cl:25])[C:14]2[C:9](=[CH:10][CH:11]=[C:12]([O:15][CH2:16][CH3:17])[CH:13]=2)[NH:8][C:7]1=[O:18]>C(#N)C>[N:1]([C:6]1([C:19]2[CH:24]=[CH:23][CH:22]=[CH:21][C:20]=2[Cl:25])[C:14]2[C:9](=[CH:10][CH:11]=[C:12]([O:15][CH2:16][CH3:17])[CH:13]=2)[NH:8][C:7]1=[O:18])=[N+:2]=[N-:3] |f:0.1|. Procedure: 0.339 g of sodium azide is added to a solution of 0.560 g of the compound obtained in step B or B' in 20 ml of acetonitrile and the mixture is refluxed for 30 minutes. The solvent is evaporated off under vacuum and the residue is taken up with water, extracted with AcOEt, washed with a saturated solution of NaCl, with water and with a 5% aqueous solution of sodium dithionite, re-extracted with DCM, dried over sodium sulfate and evaporated under vacuum. The residue is chromatographed on silica us... Reactants: C[Al](C)C, CC(C)C(C(=O)N1CC(C#N)C1)N1Cc2c(Cl)cnc3[nH]cc(c23)C1=O, C1COCCO1, c1ccc(P(c2ccccc2)(c2ccccc2)[Pd](P(c2ccccc2)(c2ccccc2)c2ccccc2)(P(c2ccccc2)(c2ccccc2)c2ccccc2)P(c2ccccc2)(c2ccccc2)c2ccccc2)cc1. Product: Cc1cnc2[nH]cc3c2c1CN(C(C(=O)N1CC(C#N)C1)C(C)C)C3=O. As a reaction SMILES: [CH3:27][Al:28]([CH3:29])[CH3:30].[Cl:1][c:2]1[cH:3][n:4][c:5]2[c:6]3[c:7]([cH:25][nH:26]2)[C:8](=[O:24])[N:9]([CH:12]([C:13](=[O:14])[N:15]2[CH2:16][CH:17]([C:19]#[N:20])[CH2:18]2)[CH:21]([CH3:22])[CH3:23])[CH2:10][c:11]13.[O:108]1[CH2:109][CH2:110][O:111][CH2:112][CH2:113]1.[cH:31]1[cH:32][cH:33][c:34]([P:35]([Pd:36]([P:37]([c:38]2[cH:39][cH:40][cH:41][cH:42][cH:43]2)([c:44]2[cH:45][cH:46][cH:47][cH:48][cH:49]2)[c:50]2[cH:51][cH:52][cH:53][cH:54][cH:55]2)([P:56]([c:57]2[cH:58][cH:59][cH:60][cH:61][cH:62]2)([c:63]2[cH:64][cH:65][cH:66][cH:67][cH:68]2)[c:69]2[cH:70][cH:71][cH:72][cH:73][cH:74]2)[P:75]([c:76]2[cH:77][cH:78][cH:79][cH:80][cH:81]2)([c:82]2[cH:83][cH:84][cH:85][cH:86][cH:87]2)[c:88]2[cH:89][cH:90][cH:91][cH:92][cH:93]2)([c:94]2[cH:95][cH:96][cH:97][cH:98][cH:99]2)[c:100]2[cH:101][cH:102][cH:103][cH:104][cH:105]2)[cH:106][cH:107]1>>[c:2]1([CH3:27])[cH:3][n:4][c:5]2[c:6]3[c:7]([cH:25][nH:26]2)[C:8](=[O:24])[N:9]([CH:12]([C:13](=[O:14])[N:15]2[CH2:16][CH:17]([C:19]#[N:20])[CH2:18]2)[CH:21]([CH3:22])[CH3:23])[CH2:10][c:11]13. Reactants: CCN(C(C)C)C(C)C, CSc1ncc(C(=O)Cl)c(Cl)n1, ClCCl, Nc1ccc(F)cc1. Yields the product CSc1ncc(C(=O)Nc2ccc(F)cc2)c(Cl)n1. Reaction SMILES: [CH:21]([N:22]([CH2:23][CH3:24])[CH:25]([CH3:26])[CH3:27])([CH3:28])[CH3:29].[Cl:1][c:2]1[n:3][c:4]([S:11][CH3:12])[n:5][cH:6][c:7]1[C:8](=[O:9])[Cl:10].[Cl:30][CH2:31][Cl:32].[NH2:13][c:14]1[cH:15][cH:16][c:17]([F:18])[cH:19][cH:20]1>>[Cl:1][c:2]1[n:3][c:4]([S:11][CH3:12])[n:5][cH:6][c:7]1[C:8](=[O:9])[NH:13][c:14]1[cH:15][cH:16][c:17]([F:18])[cH:19][cH:20]1. The reactants are CO, Cc1cc(N2CC(C(=O)O)CC2=O)ccc1O, O=S(=O)(O)O. Yields the product COC(=O)C1CC(=O)N(c2ccc(O)c(C)c2)C1. As a reaction SMILES: [CH3:23][OH:24].[OH:1][c:2]1[c:3]([CH3:17])[cH:4][c:5]([N:8]2[CH2:9][CH:10]([C:14](=[O:15])[OH:16])[CH2:11][C:12]2=[O:13])[cH:6][cH:7]1.[S:18](=[O:19])(=[O:20])([OH:21])[OH:22]>>[OH:1][c:2]1[c:3]([CH3:17])[cH:4][c:5]([N:8]2[CH2:9][CH:10]([C:14]([O:15][CH3:23])=[O:16])[CH2:11][C:12]2=[O:13])[cH:6][cH:7]1. Reactants: N1=CC=CC2=CC(=CC=C12)C(C)=O (1-quinolin-6-yl-ethanone), CC(C)([O-])C.[K+] (potassium tert-butoxide), Example 131, O(C1=CC=CC=C1)C1=CC(=CC=C1)Br (1-phenoxy-3-bromobenzene). Reagents/catalysts: C=1C=CC(=CC1)/C=C/C(=O)/C=C/C2=CC=CC=C2.C=1C=CC(=CC1)/C=C/C(=O)/C=C/C2=CC=CC=C2.[Pd] (bis(dibenzylideneacetone)palladium), C1(=CC=CC=C1)P([C-]1C=CC=C1)C1=CC=CC=C1.[C-]1(C=CC=C1)P(C1=CC=CC=C1)C1=CC=CC=C1.[Fe+2] (1,1′-bis(diphenylphosphino)ferrocene). Run in O1CCCC1 (tetrahydrofuran). Conditions: temperature 70 celsius, time 6 hour. The product is O(C1=CC=CC=C1)C=1C=C(C=CC1)CC(=O)C=1C=C2C=CC=NC2=CC1 (2-(3-Phenoxy-phenyl)-1-quinolin-6yl-ethanone). Yield: 19.0%. Reaction SMILES: [N:1]1[C:10]2[C:5](=[CH:6][C:7]([C:11](=[O:13])[CH3:12])=[CH:8][CH:9]=2)[CH:4]=[CH:3][CH:2]=1.[O:14]([C:21]1[CH:26]=[CH:25][CH:24]=[C:23](Br)[CH:22]=1)[C:15]1[CH:20]=[CH:19][CH:18]=[CH:17][CH:16]=1.CC(C)([O-])C.[K+]>C1C=CC(/C=C/C(/C=C/C2C=CC=CC=2)=O)=CC=1.C1C=CC(/C=C/C(/C=C/C2C=CC=CC=2)=O)=CC=1.[Pd].C1(P(C2C=CC=CC=2)[C-]2C=CC=C2)C=CC=CC=1.[C-]1(P(C2C=CC=CC=2)C2C=CC=CC=2)C=CC=C1.[Fe+2].O1CCCC1>[O:14]([C:21]1[CH:26]=[C:25]([CH2:12][C:11]([C:7]2[CH:6]=[C:5]3[C:10](=[CH:9][CH:8]=2)[N:1]=[CH:2][CH:3]=[CH:4]3)=[O:13])[CH:24]=[CH:23][CH:22]=1)[C:15]1[CH:20]=[CH:19][CH:18]=[CH:17][CH:16]=1 |f:2.3,4.5.6,7.8.9|. Reported procedure: According to an analogous method to Example W-3, 1-quinolin-6-yl-ethanone described in Preparation Example 131 (171 mg, 1 mmol), 1-phenoxy-3-bromobenzene (274 mg, 1.1 mmol), bis(dibenzylideneacetone)palladium (10 mg, 0.0187 mmol), 1,1′-bis(diphenylphosphino)ferrocene (12.5 mg, 0.0225 mmol), potassium tert-butoxide (236 mg, 2.1 mmol) and tetrahydrofuran (15 mL) were stirred at 70° C. for 6 hours under nitrogen atmosphere, and the title compound (64 mg, 0.189 mmol, 19%) was obtained as a pale yell... Reactants: O=C([O-])[O-], C=CCBr, COc1ccc(CCc2oc3cccc(O)c3c2C)cc1, CC(C)=O, [K+], [K+]. Yields the product C=CCOc1cccc2oc(CCc3ccc(OC)cc3)c(C)c12. RXN SMILES: [C:22](=[O:23])([O-:24])[O-:25].[CH2:28]([CH:29]=[CH2:30])[Br:31].[CH3:1][O:2][c:3]1[cH:4][cH:5][c:6]([CH2:7][CH2:8][c:9]2[o:10][c:11]3[c:12]([c:13]2[CH3:14])[c:15]([OH:19])[cH:16][cH:17][cH:18]3)[cH:20][cH:21]1.[CH3:32][C:33](=[O:34])[CH3:35].[K+:26].[K+:27]>>[CH3:1][O:2][c:3]1[cH:4][cH:5][c:6]([CH2:7][CH2:8][c:9]2[o:10][c:11]3[c:12]([c:13]2[CH3:14])[c:15]([O:19][CH2:30][CH:29]=[CH2:28])[cH:16][cH:17][cH:18]3)[cH:20][cH:21]1. The reactants are C(C1=CC=CC=C1)(C1=CC=CC=C1)N1C(=C(C2=CC(=CC=C12)Cl)CCOC1=CC=C(C(=O)O)C=C1)CCNS(=O)(=O)CC1=CC=CC=C1 (4-[2-(1-Benzhydryl-2-{2[(benzylsulfonyl)amino]ethyl}-5-chloro-1H-indol-3-yl)ethoxy]benzoic acid), C1(=CC=CC=C1)C=CS(=O)(=O)Cl (2-phenyl-ethenesulfonyl chloride). Product: C(C1=CC=CC=C1)(C1=CC=CC=C1)N1C(=C(C2=CC(=CC=C12)Cl)CCOC1=CC=C(C(=O)O)C=C1)CCNS(=O)(=O)\C=C\C1=CC=CC=C1 (4-(2-{1-benzhydryl-5-chloro-2-[2-({[(E)-2-phenylethenyl]sulfonyl}amino)ethyl]1H-indol-3-yl}ethoxy)benzoic acid). The yield is 66.0%. As a reaction SMILES: [CH:1]([N:14]1[C:22]2[C:17](=[CH:18][C:19]([Cl:23])=[CH:20][CH:21]=2)[C:16]([CH2:24][CH2:25][O:26][C:27]2[CH:35]=[CH:34][C:30]([C:31]([OH:33])=[O:32])=[CH:29][CH:28]=2)=[C:15]1[CH2:36][CH2:37][NH:38]S(CC1C=CC=CC=1)(=O)=O)([C:8]1[CH:13]=[CH:12][CH:11]=[CH:10][CH:9]=1)[C:2]1[CH:7]=[CH:6][CH:5]=[CH:4][CH:3]=1.[C:49]1([CH:55]=[CH:56][S:57](Cl)(=[O:59])=[O:58])[CH:54]=[CH:53][CH:52]=[CH:51][CH:50]=1>>[CH:1]([N:14]1[C:22]2[C:17](=[CH:18][C:19]([Cl:23])=[CH:20][CH:21]=2)[C:16]([CH2:24][CH2:25][O:26][C:27]2[CH:35]=[CH:34][C:30]([C:31]([OH:33])=[O:32])=[CH:29][CH:28]=2)=[C:15]1[CH2:36][CH2:37][NH:38][S:57](/[CH:56]=[CH:55]/[C:49]1[CH:54]=[CH:53][CH:52]=[CH:51][CH:50]=1)(=[O:59])=[O:58])([C:2]1[CH:3]=[CH:4][CH:5]=[CH:6][CH:7]=1)[C:8]1[CH:9]=[CH:10][CH:11]=[CH:12][CH:13]=1. Procedure: To the methyl 4-{2-[2-(2-aminoethyl)-1-benzhydryl-5-chloro-1H-indol-3-yl]ethoxy}benzoate (Step 6, Example 1) was added 2-phenyl-ethenesulfonyl chloride according to the procedure in Example 1 Step 7 to generate the product in 66% yield.